The task is: describe an organic reaction: reactants, conditions, products, and yield. This data is from the Open Reaction Database (ORD), a public repository of structured organic reaction records. Starting materials: C1CCOC1, CC1=C(C=CC#Cc2ccc(C(=O)OCC[Si](C)(C)C)cc2)C(=O)CCC1, CN(C)P(=O)(N(C)C)N(C)C, CSC, C[Si](C)(C)Cl, [Cu]Br, [Li]C, c1ccncc1. Product: CC1(C)CCCC(=O)C1C=CC#Cc1ccc(C(=O)OCC[Si](C)(C)C)cc1. Reaction SMILES: [CH2:57]1[O:58][CH2:59][CH2:60][CH2:61]1.[CH3:14][C:15]1=[C:16]([CH:22]=[CH:23][C:24]#[C:25][c:26]2[cH:27][cH:28][c:29]([C:30](=[O:31])[O:32][CH2:33][CH2:34][Si:35]([CH3:36])([CH3:37])[CH3:38])[cH:39][cH:40]2)[C:17](=[O:21])[CH2:18][CH2:19][CH2:20]1.[CH3:3][N:4]([P:5]([N:6]([CH3:7])[CH3:8])([N:9]([CH3:10])[CH3:11])=[O:12])[CH3:13].[CH3:46][S:47][CH3:48].[Cl:41][Si:42]([CH3:43])([CH3:44])[CH3:45].[Cu:49][Br:50].[Li:1][CH3:2].[cH:51]1[cH:52][cH:53][n:54][cH:55][cH:56]1>>[CH3:14][C:15]1([CH3:43])[CH:16]([CH:22]=[CH:23][C:24]#[C:25][c:26]2[cH:27][cH:28][c:29]([C:30](=[O:31])[O:32][CH2:33][CH2:34][Si:35]([CH3:36])([CH3:37])[CH3:38])[cH:39][cH:40]2)[C:17](=[O:21])[CH2:18][CH2:19][CH2:20]1. Reactants: C(#N)C1=CC=C(C=C1)N1C[C@@H](N(CC1)C(=O)OC(C)(C)C)C ((S)-tert-butyl 4-(4-cyanophenyl)-2-methylpiperazine-1-carboxylate), Cl (HCl). Run at time 30 minute. Yields the product Cl.C[C@H]1CN(CCN1)C1=CC=C(C#N)C=C1 ((S)-4-(3-methylpiperazin-1-yl)benzonitrile hydrochloride). The solvent is O1CCOCC1 (dioxane), C(C)OCC (ethyl ether). Reaction SMILES: [C:1]([C:3]1[CH:8]=[CH:7][C:6]([N:9]2[CH2:14][CH2:13][N:12](C(OC(C)(C)C)=O)[C@@H:11]([CH3:22])[CH2:10]2)=[CH:5][CH:4]=1)#[N:2].[ClH:23]>O1CCOCC1.C(OCC)C>[ClH:23].[CH3:22][C@@H:11]1[NH:12][CH2:13][CH2:14][N:9]([C:6]2[CH:7]=[CH:8][C:3]([C:1]#[N:2])=[CH:4][CH:5]=2)[CH2:10]1 |f:4.5|. Isolated yield 94.0%. Procedure details: (S)-tert-butyl 4-(4-cyanophenyl)-2-methylpiperazine-1-carboxylate (0.404 g, 1.340 mmol) was diluted with 4.0M HCl in dioxane (3 mL) and stirred for 30 min. The thick white precipitate that formed was diluted with ethyl ether (10 mL) and stirred until a fine suspension resulted. The precipitate was filtered under nitrogen and dried in vacuum to afford a white solid (300 mg, 94%). [M+H] calc'd for C12H15N3, 201. found, 201. The reactants are CNc1c([N+](=O)[O-])cnc2ccc(OCc3ccccc3)cc12, O=[N+]([O-])c1cnc2cc(OCc3ccccc3)ccc2c1NCCOc1ccccc1. Yields the product CNc1c(N)cnc2ccc(OCc3ccccc3)cc12. Reaction SMILES: [CH2:1]([c:2]1[cH:3][cH:4][cH:5][cH:6][cH:7]1)[O:8][c:9]1[cH:10][c:11]2[c:12]([NH:22][CH3:23])[c:13]([N+:19]([O-:20])=[O:21])[cH:14][n:15][c:16]2[cH:17][cH:18]1.[CH2:24]([O:25][c:26]1[cH:27][c:28]2[c:29]([c:30]([NH:31][CH2:32][CH2:33][O:34][c:35]3[cH:36][cH:37][cH:38][cH:39][cH:40]3)[c:41]([N+:42]([O-:43])=[O:44])[cH:45][n:46]2)[cH:47][cH:48]1)[c:49]1[cH:50][cH:51][cH:52][cH:53][cH:54]1>>[CH2:1]([c:2]1[cH:3][cH:4][cH:5][cH:6][cH:7]1)[O:8][c:9]1[cH:10][c:11]2[c:12]([NH:22][CH3:23])[c:13]([NH2:19])[cH:14][n:15][c:16]2[cH:17][cH:18]1. Reactants: O (water), [Na] (sodium), BrCC1=C2N=C(C(=NC2=CC(=C1)Br)OC)OC (5-(bromomethyl)-7-bromo-2,3-dimethoxy-quinoxaline), [N+](=O)([O-])C(C)C (2-nitropropane). The solvent is CO (methanol). Reaction conditions: time 1 hour. The product is BrC1=CC(=C2N=C(C(=NC2=C1)OC)OC)C=O (7-Bromo-5-formyl-2,3-dimethoxy-quinoxaline). Reaction SMILES: [Na].[N+](C(C)C)([O-])=[O:3].Br[CH2:9][C:10]1[CH:19]=[C:18]([Br:20])[CH:17]=[C:16]2[C:11]=1[N:12]=[C:13]([O:23][CH3:24])[C:14]([O:21][CH3:22])=[N:15]2.O>CO>[Br:20][C:18]1[CH:17]=[C:16]2[C:11]([N:12]=[C:13]([O:23][CH3:24])[C:14]([O:21][CH3:22])=[N:15]2)=[C:10]([CH:9]=[O:3])[CH:19]=1 |^1:0|. Procedure: 1.38 g (60 mmol) of sodium are dissolved in portions, at 0° C. under N2, in 200 ml of methanol. At 0° C., 5.85 ml (65 mmol) of 2-nitropropane are added dropwise. 18.1 g (50 mmol) of 5-(bromomethyl)-7-bromo-2,3-dimethoxy-quinoxaline are then added. The beige suspension is heated to reflux and stirred for 1 hour. The reaction mixture is poured onto 600 ml of water and the methanol is distilled off. The residue is extracted twice with ethyl acetate, and the organic phases are dried over sodium sulf... Reactants: COC=1C=C(CC2NCCC3=CC(=C(C=C23)OC(C)C)OC)C=CC1OC (1-(3,4-Dimethoxy-benzyl)-6-methoxy-7-isopropoxy-1,2,3,4-tetrahydroisoquinoline), BrCC(=O)Br (2-bromoacetyl bromide), NC1CCC2=CC(=CC=C12)OC (1-amino-5-methoxy-indane). Yields the product COC=1C=C(CC2N(CCC3=CC(=C(C=C23)OC(C)C)OC)CC(=O)NC2CCC3=CC(=CC=C23)OC)C=CC1OC (2-[1-(3,4-Dimethoxy-benzyl)-6-methoxy-7-isopropoxy-3,4-dihydro-1H-isoquinolin-2-yl]-N-(5-methoxy-indan-1-yl)-acetamide). As a reaction SMILES: [CH3:1][O:2][C:3]1[CH:4]=[C:5]([CH:23]=[CH:24][C:25]=1[O:26][CH3:27])[CH2:6][CH:7]1[C:16]2[C:11](=[CH:12][C:13]([O:21][CH3:22])=[C:14]([O:17][CH:18]([CH3:20])[CH3:19])[CH:15]=2)[CH2:10][CH2:9][NH:8]1.Br[CH2:29][C:30](Br)=[O:31].[NH2:33][CH:34]1[C:42]2[C:37](=[CH:38][C:39]([O:43][CH3:44])=[CH:40][CH:41]=2)[CH2:36][CH2:35]1>>[CH3:1][O:2][C:3]1[CH:4]=[C:5]([CH:23]=[CH:24][C:25]=1[O:26][CH3:27])[CH2:6][CH:7]1[C:16]2[C:11](=[CH:12][C:13]([O:21][CH3:22])=[C:14]([O:17][CH:18]([CH3:20])[CH3:19])[CH:15]=2)[CH2:10][CH2:9][N:8]1[CH2:29][C:30]([NH:33][CH:34]1[C:42]2[C:37](=[CH:38][C:39]([O:43][CH3:44])=[CH:40][CH:41]=2)[CH2:36][CH2:35]1)=[O:31]. Procedure details: prepared by reaction of 1-(3,4-Dimethoxy-benzyl)-6-methoxy-7-isopropoxy-1,2,3,4-tetrahydroisoquinoline and 2-bromoacetyl bromide with 1-amino-5-methoxy-indane